This data is from the Open Reaction Database (ORD), a public repository of structured organic reaction records. The task is: describe an organic reaction: reactants, conditions, products, and yield Starting materials: ClCCl, O=C(OO)c1cccc(Cl)c1, C1=Cc2ccccc2CCC1. Product: O=C(O)c1cccc(Cl)c1. As a reaction SMILES: [CH2:23]([Cl:24])[Cl:25].[Cl:12][c:13]1[cH:14][c:15]([C:16](=[O:17])[O:18][OH:19])[cH:20][cH:21][cH:22]1.[cH:1]1[c:2]2[c:8]([cH:9][cH:10][cH:11]1)[CH2:7][CH2:6][CH2:5][CH:4]=[CH:3]2>>[Cl:12][c:13]1[cH:14][c:15]([C:16](=[O:17])[OH:18])[cH:20][cH:21][cH:22]1.